From a dataset of the Open Reaction Database (ORD), a public repository of structured organic reaction records. describe an organic reaction: reactants, conditions, products, and yield RXN SMILES: [CH2:12]([C:13]#[CH:14])[Br:15].[CH3:1][S:2](=[O:3])(=[O:4])[c:5]1[cH:6][cH:7][c:8]([OH:11])[cH:9][cH:10]1.[K+:16].[K+:17].[O-:18][C:19]([O-:20])=[O:21]>>[CH3:1][S:2](=[O:3])(=[O:4])[c:5]1[cH:6][cH:7][c:8]([O:11][CH2:14][C:13]#[CH:12])[cH:9][cH:10]1. The product is C#CCOc1ccc(S(C)(=O)=O)cc1. Starting materials: C#CCBr, CS(=O)(=O)c1ccc(O)cc1, [K+], [K+], O=C([O-])[O-]. Reactants: COC1=CC=C(CN(C2=NC=C(C=N2)C=2C3=C(N=C(N2)N2CCOCC2)NCC3)CC3=CC=C(C=C3)OC)C=C1 (bis-(4-methoxy-benzyl)-[5-(2-morpholin-4-yl-6,7-dihydro-5H-pyrrolo[2,3-d]pyrimidin-4-yl)-pyrimidin-2-yl]-amine), BrC1=C(C=C(C=C1)C(=O)N1CCN(CC1)CCO)C ((4-bromo-3-methyl-phenyl)-[4-(2-hydroxy-ethyl)-piperazin-1-yl]-methanone). Product: COC1=CC=C(CN(C2=NC=C(C=N2)C=2C3=C(N=C(N2)N2CCOCC2)N(CC3)C3=C(C=C(C=C3)C(=O)N3CCN(CC3)CCO)C)CC3=CC=C(C=C3)OC)C=C1 ([4-(4-{2-[bis-(4-methoxy-benzyl)-amino]-pyrimidin-5-yl}-2-morpholin-4-yl-5,6-dihydro-pyrrolo[2,3-d]pyrimidin-7-yl)-3-methyl-phenyl]-[4-(2-hydroxy-ethyl)-piperazin-1-yl]-methanone). Reaction SMILES: [CH3:1][O:2][C:3]1[CH:40]=[CH:39][C:6]([CH2:7][N:8]([CH2:30][C:31]2[CH:36]=[CH:35][C:34]([O:37][CH3:38])=[CH:33][CH:32]=2)[C:9]2[N:14]=[CH:13][C:12]([C:15]3[C:16]4[CH2:29][CH2:28][NH:27][C:17]=4[N:18]=[C:19]([N:21]4[CH2:26][CH2:25][O:24][CH2:23][CH2:22]4)[N:20]=3)=[CH:11][N:10]=2)=[CH:5][CH:4]=1.Br[C:42]1[CH:47]=[CH:46][C:45]([C:48]([N:50]2[CH2:55][CH2:54][N:53]([CH2:56][CH2:57][OH:58])[CH2:52][CH2:51]2)=[O:49])=[CH:44][C:43]=1[CH3:59]>>[CH3:38][O:37][C:34]1[CH:33]=[CH:32][C:31]([CH2:30][N:8]([CH2:7][C:6]2[CH:5]=[CH:4][C:3]([O:2][CH3:1])=[CH:40][CH:39]=2)[C:9]2[N:10]=[CH:11][C:12]([C:15]3[C:16]4[CH2:29][CH2:28][N:27]([C:42]5[CH:47]=[CH:46][C:45]([C:48]([N:50]6[CH2:51][CH2:52][N:53]([CH2:56][CH2:57][OH:58])[CH2:54][CH2:55]6)=[O:49])=[CH:44][C:43]=5[CH3:59])[C:17]=4[N:18]=[C:19]([N:21]4[CH2:26][CH2:25][O:24][CH2:23][CH2:22]4)[N:20]=3)=[CH:13][N:14]=2)=[CH:36][CH:35]=1. Procedure: Using bis-(4-methoxy-benzyl)-[5-(2-morpholin-4-yl-6,7-dihydro-5H-pyrrolo[2,3-d]pyrimidin-4-yl)-pyrimidin-2-yl]-amine (100 mg) and (4-bromo-3-methyl-phenyl)-[4-(2-hydroxy-ethyl)-piperazin-1-yl]-methanone (168 mg) instead of 4-chloropicolinic acid t-butylamide, in the same manner as Example 1-D-07, a crude product of [4-(4-{2-[bis-(4-methoxy-benzyl)-amino]-pyrimidin-5-yl}-2-morpholin-4-yl-5,6-dihydro-pyrrolo[2,3-d]pyrimidin-7-yl)-3-methyl-phenyl]-[4-(2-hydroxy-ethyl)-piperazin-1-yl]-methanone was ... Reactants: N1CC(CCC1)CC(=O)OCC (ethyl 3-piperidinylacetate), CN(C(C1=CN=CC=C1)=O)C (N,N-dimethylnicotinamide), FC(C(=O)O)(F)F (Trifluoroacetic acid). The reagents and catalysts are [Pt]=O (platinum oxide). The product is CN(C(=O)C1CNCCC1)C (N,N-dimethyl-3-piperidinecarboxamide). The yield is 38.4%. Reaction SMILES: N1CCCC(CC(OCC)=O)C1.[CH3:13][N:14]([CH3:23])[C:15](=[O:22])[C:16]1[CH:21]=[CH:20][CH:19]=[N:18][CH:17]=1.FC(F)(F)C(O)=O>[Pt]=O>[CH3:13][N:14]([CH3:23])[C:15]([CH:16]1[CH2:21][CH2:20][CH2:19][NH:18][CH2:17]1)=[O:22]. Procedure: This reaction was run in the same manner as ethyl 3-piperidinylacetate, starting with commercially available N,N-dimethylnicotinamide (10 g; 66.7 mmol) and platinum oxide (1.02 g; 4.49 mmol). Trifluoroacetic acid (5.1 ml; 66.2 mmol) was used in place of L(+) tartaric acid. Crude product was purified by distillation at approximately 150° C./10 torr, giving N,N-dimethyl-3-piperidinecarboxamide (4.0 g) as a colorless oil. MS m/z (positive ion) 157 (MH+: 100). Reactants: CCOC(=O)c1ncn2c1CN(C)C(=O)c1c(C)cccc1-2, CCO, [Na+], [OH-], O. Product: Cc1cccc2c1C(=O)N(C)Cc1c(C(=O)O)ncn1-2. Reaction SMILES: [CH2:1]([CH3:2])[O:3][C:4](=[O:5])[c:6]1[n:7][cH:8][n:9]2[c:10]1[CH2:11][N:12]([CH3:22])[C:13](=[O:21])[c:14]1[c:15]-2[cH:16][cH:17][cH:18][c:19]1[CH3:20].[CH3:25][CH2:26][OH:27].[Na+:24].[OH-:23].[OH2:28]>>[O:3]=[C:4]([OH:5])[c:6]1[n:7][cH:8][n:9]2[c:10]1[CH2:11][N:12]([CH3:22])[C:13](=[O:21])[c:14]1[c:15]-2[cH:16][cH:17][cH:18][c:19]1[CH3:20]. Starting materials: CCCc1c(OCCOCCOCCOc2c(C(C)=O)ccc(OCC(=O)OCC)c2CCC)ccc(C(C)=O)c1O, CO, [Na+], [OH-]. Yields the product CCCc1c(OCCOCCOCCOc2c(C(C)=O)ccc(OCC(=O)O)c2CCC)ccc(C(C)=O)c1O. As a reaction SMILES: [CH2:1]([CH3:2])[O:3][C:4]([CH2:5][O:6][c:7]1[c:8]([CH2:39][CH2:40][CH3:41])[c:9]([O:16][CH2:17][CH2:18][O:19][CH2:20][CH2:21][O:22][CH2:23][CH2:24][O:25][c:26]2[c:27]([CH2:36][CH2:37][CH3:38])[c:28]([OH:35])[c:29]([C:32]([CH3:33])=[O:34])[cH:30][cH:31]2)[c:10]([C:13]([CH3:14])=[O:15])[cH:11][cH:12]1)=[O:42].[CH3:45][OH:46].[Na+:44].[OH-:43]>>[O:3]=[C:4]([CH2:5][O:6][c:7]1[c:8]([CH2:39][CH2:40][CH3:41])[c:9]([O:16][CH2:17][CH2:18][O:19][CH2:20][CH2:21][O:22][CH2:23][CH2:24][O:25][c:26]2[c:27]([CH2:36][CH2:37][CH3:38])[c:28]([OH:35])[c:29]([C:32]([CH3:33])=[O:34])[cH:30][cH:31]2)[c:10]([C:13]([CH3:14])=[O:15])[cH:11][cH:12]1)[OH:42]. Starting materials: BrC(CCCC=CCC(C)C)C (9-bromo-2-methyl-4-decene), C1(=CC=CC=C1)P(C1=CC=CC=C1)C1=CC=CC=C1 (triphenylphosphine). Solvent: C=1(C(=CC=CC1)C)C (xylene). Product: [Br-].CC(CC=CCCCCC[P+](C1=CC=CC=C1)(C1=CC=CC=C1)C1=CC=CC=C1)C ((9-Methyl-6-decenyl)-triphenylphosphonium bromide). As a reaction SMILES: [Br:1][CH:2]([CH3:12])[CH2:3][CH2:4][CH2:5][CH:6]=[CH:7][CH2:8][CH:9]([CH3:11])[CH3:10].[C:13]1([P:19]([C:26]2[CH:31]=[CH:30][CH:29]=[CH:28][CH:27]=2)[C:20]2[CH:25]=[CH:24][CH:23]=[CH:22][CH:21]=2)[CH:18]=[CH:17][CH:16]=[CH:15][CH:14]=1>C1(C)C(C)=CC=CC=1>[Br-:1].[CH3:10][CH:9]([CH3:11])[CH2:8][CH:7]=[CH:6][CH2:5][CH2:4][CH2:3][CH2:2][CH2:12][P+:19]([C:20]1[CH:21]=[CH:22][CH:23]=[CH:24][CH:25]=1)([C:26]1[CH:31]=[CH:30][CH:29]=[CH:28][CH:27]=1)[C:13]1[CH:14]=[CH:15][CH:16]=[CH:17][CH:18]=1 |f:3.4|. Procedure: A solution of 9-bromo-2-methyl-4-decene (0.9 g) and triphenylphosphine (1.5 g) in xylene (50 ml) was heated under reflux for 4 days. The mixture was cooled, the supernatant was decanted and the residue was washed with ether and dried under vacuum to give the title compound as a pale gum.